Dataset: the Open Reaction Database (ORD), a public repository of structured organic reaction records. Task: describe an organic reaction: reactants, conditions, products, and yield Starting materials: 1,1′-carbodiimidazole, O1CCCC1 (tetrahydrofuran), crude compound, C(C1=CC=CC=C1)(=O)CC(=O)OCC (Ethyl benzoylacetate), COC1=CC=C(C=C1)N1CCNCC1 (4-methoxyphenylpiperazine), [BH4-].[Na+] (sodium borohydride), CNC (dimethylamine). Solvent: O (water), CO (methanol), C1(=CC=CC=C1)C (toluene). Reaction conditions: temperature 0 celsius, time 2 hour. Yields the product COC1=CC=C(C=C1)N1CCN(CC1)C(CC(C1=CC=CC=C1)OC(N(C)C)=O)=O (Dimethyl-carbamic acid 3-[4-(4-methoxy-phenyl)-piperazin-1-yl]-3-oxo-1-phenyl-propyl ester). RXN SMILES: [C:1]([CH2:9][C:10]([O:12]CC)=O)(=[O:8])[C:2]1[CH:7]=[CH:6][CH:5]=[CH:4][CH:3]=1.[CH3:15][O:16][C:17]1[CH:22]=[CH:21][C:20]([N:23]2[CH2:28][CH2:27][NH:26][CH2:25][CH2:24]2)=[CH:19][CH:18]=1.[BH4-].[Na+].[CH3:31][NH:32][CH3:33].[O:34]1[CH2:38]CCC1>C1(C)C=CC=CC=1.CO.O>[CH3:15][O:16][C:17]1[CH:18]=[CH:19][C:20]([N:23]2[CH2:28][CH2:27][N:26]([C:10](=[O:12])[CH2:9][CH:1]([O:8][C:38](=[O:34])[N:32]([CH3:33])[CH3:31])[C:2]3[CH:3]=[CH:4][CH:5]=[CH:6][CH:7]=3)[CH2:25][CH2:24]2)=[CH:21][CH:22]=1 |f:2.3|. Procedure: Ethyl benzoylacetate (2 mmol) and 4-methoxyphenylpiperazine (2 mmol) were dissolved in toluene, and refluxed for 24 hours. The resulting mixture was concentrated under a reduced pressure to obtain a crude compound, and the crude compound was dissolved in methanol, and cooled to 0° C. Then, sodium borohydride (2 mmol) was added dropwise to the resulting mixture. The mixture was stirred at a room temperature for 2 hours, concentrated under a reduced pressure, diluted with water, and then extracted...